The task is: describe an organic reaction: reactants, conditions, products, and yield. This data is from the Open Reaction Database (ORD), a public repository of structured organic reaction records. The reactants are O1COC(C1)CO (1,3-dioxolan-4-yl-methanol), FC(S(=O)(=O)OS(=O)(=O)C(F)(F)F)(F)F (trifluoromethanesulfonic acid anhydride), FC(S(=O)(=O)OCC1OCOC1)(F)F (1,3-dioxolan-4-ylmethyl trifluoromethanesulfonate), C(C1=CC=CC=C1)(C1=CC=CC=C1)(C1=CC=CC=C1)NC=1SC=C(N1)/C(/C(=O)NC1[C@@H]2N(C(=C(CS2)C(C)=O)C(=S)OC(C2=CC=CC=C2)C2=CC=CC=C2)C1=O)=N/OC(C1=CC=CC=C1)(C1=CC=CC=C1)C1=CC=CC=C1 (diphenylmethyl 7-[(Z)-2-(2-tritylaminothiazol-4-yl)-2-trityloxyiminoacetamido]-3-acetylthio-3-cephem-4-carboxylate), N1CCOCC1 (morpholine). Solvent: N1=CC=CC=C1 (pyridine), C(C)N(CC)CC (triethylamine). Yields the product FC(S(=O)(=O)OCC1OCOC1)(F)F (1,3-Dioxolan-4-ylmethyl trifluoromethanesulfonate), C(C1=CC=CC=C1)(C1=CC=CC=C1)(C1=CC=CC=C1)NC=1SC=C(N1)/C(/C(=O)NC1[C@@H]2N(C(=C(CS2)CC2OCOC2)C(=S)OC(C2=CC=CC=C2)C2=CC=CC=C2)C1=O)=N/OC(C1=CC=CC=C1)(C1=CC=CC=C1)C1=CC=CC=C1 (Diphenylmethyl 7-[(Z)-2-(2-tritylaminothiazol-4-yl)-2-trityloxyiminoacetamido]-3-(1,3-dioxolan-4-yl)methylthio-3-cephem-4-carboxylate). Yield: 100.0%. RXN SMILES: [O:1]1[CH2:5][CH:4]([CH2:6]O)[O:3][CH2:2]1.FC(F)(F)S(OS(C(F)(F)F)(=O)=O)(=O)=O.[C:23]([NH:42][C:43]1[S:44][CH:45]=[C:46](/[C:48](=[N:80]/[O:81][C:82]([C:95]2[CH:100]=[CH:99][CH:98]=[CH:97][CH:96]=2)([C:89]2[CH:94]=[CH:93][CH:92]=[CH:91][CH:90]=2)[C:83]2[CH:88]=[CH:87][CH:86]=[CH:85][CH:84]=2)/[C:49]([NH:51][CH:52]2[C:78](=[O:79])[N:54]3[C:55]([C:62]([O:64][CH:65]([C:72]4[CH:77]=[CH:76][CH:75]=[CH:74][CH:73]=4)[C:66]4[CH:71]=[CH:70][CH:69]=[CH:68][CH:67]=4)=[S:63])=[C:56](C(=O)C)[CH2:57][S:58][C@H:53]23)=[O:50])[N:47]=1)([C:36]1[CH:41]=[CH:40][CH:39]=[CH:38][CH:37]=1)([C:30]1[CH:35]=[CH:34][CH:33]=[CH:32][CH:31]=1)[C:24]1[CH:29]=[CH:28][CH:27]=[CH:26][CH:25]=1.N1CCOCC1.[F:107][C:108]([F:120])([F:119])[S:109]([O:112][CH2:113][CH:114]1[CH2:118][O:117][CH2:116][O:115]1)(=[O:111])=[O:110]>C(N(CC)CC)C.N1C=CC=CC=1>[F:120][C:108]([F:107])([F:119])[S:109]([O:112][CH2:113][CH:114]1[CH2:118][O:117][CH2:116][O:115]1)(=[O:111])=[O:110].[C:23]([NH:42][C:43]1[S:44][CH:45]=[C:46](/[C:48](=[N:80]/[O:81][C:82]([C:83]2[CH:88]=[CH:87][CH:86]=[CH:85][CH:84]=2)([C:95]2[CH:96]=[CH:97][CH:98]=[CH:99][CH:100]=2)[C:89]2[CH:90]=[CH:91][CH:92]=[CH:93][CH:94]=2)/[C:49]([NH:51][CH:52]2[C:78](=[O:79])[N:54]3[C:55]([C:62]([O:64][CH:65]([C:66]4[CH:67]=[CH:68][CH:69]=[CH:70][CH:71]=4)[C:72]4[CH:77]=[CH:76][CH:75]=[CH:74][CH:73]=4)=[S:63])=[C:56]([CH2:6][CH:4]4[CH2:5][O:1][CH2:2][O:3]4)[CH2:57][S:58][C@H:53]23)=[O:50])[N:47]=1)([C:24]1[CH:25]=[CH:26][CH:27]=[CH:28][CH:29]=1)([C:36]1[CH:37]=[CH:38][CH:39]=[CH:40][CH:41]=1)[C:30]1[CH:35]=[CH:34][CH:33]=[CH:32][CH:31]=1. Reported procedure: 1,3-Dioxolan-4-ylmethyl trifluoromethanesulfonate was prepared in the same manner as in Example 27(a) from 1,3-dioxolan-4-yl-methanol (200 mg), pyridine (0.17 ml) and trifluoromethanesulfonic acid anhydride (596 mg). On the other hand, diphenylmethyl 7-[(Z)-2-(2-tritylaminothiazol-4-yl)-2-trityloxyiminoacetamido]-3-acetylthio-3-cephem-4-carboxylate (700 mg) was reacted with morpholine and triethylamine in the same manner as in Example 27(b), followed by reacting the resulting reaction product wi...